This data is from the Open Reaction Database (ORD), a public repository of structured organic reaction records. The task is: describe an organic reaction: reactants, conditions, products, and yield Reactants: S(O)(O)(=O)=O (sulfuric acid), OC1=C(C=C(C=C1)CC(=O)O)OC ((4-hydroxy-3-methyoxy-phenyl)-acetic acid), CO (methanol). Run at temperature 90 celsius, time 18 hour. Product: COC(CC1=CC(=C(C=C1)O)OC)=O ((4-hydroxy-3-methoxy-phenyl)-acetic acid methyl ester). RXN SMILES: S(=O)(=O)(O)O.[OH:6][C:7]1[CH:12]=[CH:11][C:10]([CH2:13][C:14]([OH:16])=[O:15])=[CH:9][C:8]=1[O:17][CH3:18].[CH3:19]O>>[CH3:19][O:15][C:14](=[O:16])[CH2:13][C:10]1[CH:11]=[CH:12][C:7]([OH:6])=[C:8]([O:17][CH3:18])[CH:9]=1. Procedure: Concentrated sulfuric acid (12 ml) was added to a solution of (4-hydroxy-3-methyoxy-phenyl)-acetic acid (22.5 g, 123 mmol) in methanol (450 ml) at room temperature, and the reaction was heated to 90° C. for 2.45 hours. The reaction was then cooled to room temperature and stirred for 18 hours, and the solvent was removed under reduced pressure. The residue was suspended in ice water (300 ml) and extracted with diethylether (2×300 ml). The combined organic extracts were washed with saturated sodiu... Reactants: BrC1=C(C=NN(C1=O)CCN1C(C2=CC=CC=C2C1=O)=O)N[C@H]1[C@@H]([C@@H]2C([C@H](C1)C2)(C)C)C (2-{2-[5-Bromo-6-oxo-4-{[(1R,2R,3R,5S)-2,6,6-trimethylbicyclo[3.1.1]hept-3-yl]amino}pyridazin-1(6H)-yl]ethyl}-1H-isoindole-1,3(2H)-dione), O.NN (hydrazine monohydrate). Run in CO (methanol). Yields the product NCCN1N=CC(=C(C1=O)Br)N[C@H]1[C@@H]([C@@H]2C([C@H](C1)C2)(C)C)C (2-(2-Aminoethyl)-4-bromo-5-{[(1R,2R,3R,5S)-2,6,6-trimethylbicyclo[3.1.1]hept-3-yl]amino}pyridazin-3(2H)-one). The yield is 28.0%. As a reaction SMILES: [Br:1][C:2]1[C:7](=[O:8])[N:6]([CH2:9][CH2:10][N:11]2C(=O)C3C(=CC=CC=3)C2=O)[N:5]=[CH:4][C:3]=1[NH:22][C@@H:23]1[CH2:28][C@@H:27]2[CH2:29][C@@H:25]([C:26]2([CH3:31])[CH3:30])[C@H:24]1[CH3:32].O.NN>CO>[NH2:11][CH2:10][CH2:9][N:6]1[C:7](=[O:8])[C:2]([Br:1])=[C:3]([NH:22][C@@H:23]2[CH2:28][C@@H:27]3[CH2:29][C@@H:25]([C:26]3([CH3:31])[CH3:30])[C@H:24]2[CH3:32])[CH:4]=[N:5]1 |f:1.2|. Procedure details: 2-{2-[5-Bromo-6-oxo-4-{[(1R,2R,3R,5S)-2,6,6-trimethylbicyclo[3.1.1]hept-3-yl]amino}pyridazin-1(6H)-yl]ethyl}-1H-isoindole-1,3(2H)-dione prepared above in methanol (6 mL) was stirred with hydrazine monohydrate (50 μL, 1.6 mmol) at 80° C. for 6 hours. After completion of the reaction, the solvent was removed by vacuum distillation, and the resulting residue was purified by silica gel column chromatography (ethyl acetate/methanol=4/1) to give the desired product (32 mg, 28% yield). The reactants are C(C)(C)(C)N1N=CC(=C1C)C(=O)OCC (ethyl 1-tert-butyl-5-methyl-1H-pyrazole-4-carboxylate), Cl (HCl), O.[OH-].[Li+] (lithium hydroxide hydrate), C(C)(C)(C)N1N=CC(=C1C)C(=O)OCC (ethyl 1-tert-butyl-5-methyl-1H-pyrazole-4-carboxylate). Run in C(C)O.O.O1CCOCC1 (ethanol water dioxane), O (water), CCOCC (ether). Conditions: temperature 40 celsius, time 3 hour. Yields the product C(C)(C)(C)N1N=CC(=C1C)C(=O)O (1-tert-butyl-5-methyl-1H-pyrazole-4-carboxylic acid). The yield is 87.3%. Reaction SMILES: [C:1]([N:5]1[C:9]([CH3:10])=[C:8]([C:11]([O:13]CC)=[O:12])[CH:7]=[N:6]1)([CH3:4])([CH3:3])[CH3:2].O.[OH-].[Li+].Cl>C(O)C.O.O1CCOCC1.O.CCOCC>[C:1]([N:5]1[C:9]([CH3:10])=[C:8]([C:11]([OH:13])=[O:12])[CH:7]=[N:6]1)([CH3:4])([CH3:2])[CH3:3] |f:1.2.3,5.6.7|. Reported procedure: In a mixture of ethanol:water:dioxane (1:1:1, 21 mL) was placed ethyl 1-tert-butyl-5-methyl-1H-pyrazole-4-carboxylate (1.48 g, 7.04 mmol) and lithium hydroxide hydrate (886 mg, 21.12 mmol). The reaction was stirred at 40° C. for 3 hrs and then at RT overnight. The reaction was diluted with water (25 μL) and ether (25 mL). The ether layer was discarded and the aqueous phase made acidic (pH˜=4) with 1N HCl. The acidic phase was then extracted with ethyl acetate (2×25 mL) and the combined ethyl ace...